The task is: describe an organic reaction: reactants, conditions, products, and yield. This data is from the Open Reaction Database (ORD), a public repository of structured organic reaction records. The reactants are BrCCCc1ccccc1, Cc1ccccc1, Cc1ccccc1, CCOC(C)=O, CO, CCOC(C)=O, Cl, [K+], [K+], O=C([O-])[O-], O=C(c1ccccc1)C1CCNCC1. Product: Cl, O=C(c1ccccc1)C1CCN(CCCc2ccccc2)CC1. As a reaction SMILES: [Br:15][CH2:16][CH2:17][CH2:18][c:19]1[cH:20][cH:21][cH:22][cH:23][cH:24]1.[CH3:32][c:33]1[cH:34][cH:35][cH:36][cH:37][cH:38]1.[CH3:39][c:40]1[cH:41][cH:42][cH:43][cH:44][cH:45]1.[CH3:46][CH2:47][O:48][C:49]([CH3:50])=[O:51].[CH3:52][OH:53].[CH3:54][CH2:55][O:56][C:57]([CH3:58])=[O:59].[ClH:31].[K+:25].[K+:26].[O-:27][C:28]([O-:29])=[O:30].[c:1]1([C:7](=[O:8])[CH:9]2[CH2:10][CH2:11][NH:12][CH2:13][CH2:14]2)[cH:2][cH:3][cH:4][cH:5][cH:6]1>>[ClH:31].[c:1]1([C:7](=[O:8])[CH:9]2[CH2:10][CH2:11][N:12]([CH2:16][CH2:17][CH2:18][c:19]3[cH:20][cH:21][cH:22][cH:23][cH:24]3)[CH2:13][CH2:14]2)[cH:2][cH:3][cH:4][cH:5][cH:6]1. The reactants are ClC1=NC=CC(=N1)Cl (2,4-dichloropyrimidine), C(C)(C)(C)OC(=O)N1CCN(CC1)C (4-methyl-piperazine-1-carboxylic acid tert-butyl ester). Solvent: C1(=CC=CC=C1)C (toluene). The product is C(C)(C)(C)OC(=O)N1CCN(CC1)C1=NC=CC(=N1)Cl (4-(4-chloro-pyrimidin-2-yl)-piperazine-1-carboxylic acid tert-butyl ester). The yield is 56.9%. As a reaction SMILES: Cl[C:2]1[N:7]=[C:6]([Cl:8])[CH:5]=[CH:4][N:3]=1.[C:9]([O:13][C:14]([N:16]1[CH2:21][CH2:20][N:19](C)[CH2:18][CH2:17]1)=[O:15])([CH3:12])([CH3:11])[CH3:10]>C1(C)C=CC=CC=1>[C:9]([O:13][C:14]([N:16]1[CH2:21][CH2:20][N:19]([C:2]2[N:7]=[C:6]([Cl:8])[CH:5]=[CH:4][N:3]=2)[CH2:18][CH2:17]1)=[O:15])([CH3:12])([CH3:10])[CH3:11]. Reported procedure: To a suspension of 2,4-dichloropyrimidine (1.00 g, 6.71 mmol) in 13.4 mL of toluene was added 4-methyl-piperazine-1-carboxylic acid tert-butyl ester (1.34 g, 6.71 mmol). The reaction was heated to reflux overnight, then cooled to room temperature and concentrated in vacuo. The residue was taken up in 20 mL of water and extracted with ethyl acetate (2×40 mL). The combined organic layers were washed with brine (25 mL), then dried over sodium sulfate, filtered, and concentrated in vacuo to an off-w...